From a dataset of the Open Reaction Database (ORD), a public repository of structured organic reaction records. describe an organic reaction: reactants, conditions, products, and yield Reactants: C(C)N(CC)CC(=O)O[C@@H]1[C@@H]2[C@]3(C[C@@H]4[C@H](C[C@@H]3CC[C@H]2[C@@H]2CC[C@H](C(C)=O)[C@]2(C1)C)O4)C (11β-diethylaminoacetoxy-2α,3α-epoxy-5α-pregnan-20-one), Cl (hydrochloric acid), C([O-])(O)=O.[Na+] (sodium bicarbonate). Product: Cl[C@@H]1[C@H](C[C@@H]2CC[C@H]3[C@@H]4CC[C@H](C(C)=O)[C@]4(C[C@@H]([C@@H]3[C@]2(C1)C)OC(CN(CC)CC)=O)C)O (2β-Chloro-11β-diethylaminoacetoxy-3α-hydroxy-5α-pregnan-20-one). Reaction SMILES: [CH2:1]([N:3]([CH2:6][C:7]([O:9][C@H:10]1[CH2:29][C@@:28]2([CH3:30])[C@@H:21]([CH2:22][CH2:23][C@@H:24]2[C:25](=[O:27])[CH3:26])[C@H:20]2[C@H:11]1[C@:12]1([CH3:32])[C@@H:17]([CH2:18][CH2:19]2)[CH2:16][C@@H:15]2[O:31][C@@H:14]2[CH2:13]1)=[O:8])[CH2:4][CH3:5])[CH3:2].C(=O)(O)[O-].[Na+].[ClH:38]>>[Cl:38][C@H:14]1[CH2:13][C@@:12]2([CH3:32])[C@@H:17]([CH2:18][CH2:19][C@@H:20]3[C@@H:11]2[C@@H:10]([O:9][C:7](=[O:8])[CH2:6][N:3]([CH2:4][CH3:5])[CH2:1][CH3:2])[CH2:29][C@@:28]2([CH3:30])[C@H:21]3[CH2:22][CH2:23][C@@H:24]2[C:25](=[O:27])[CH3:26])[CH2:16][C@@H:15]1[OH:31] |f:1.2|. Reported procedure: A solution of 11β-diethylaminoacetoxy-2α,3α-epoxy-5α-pregnan-20-one (800 mg) in concentrated hydrochloric acid (6 ml) was kept at room temperature for 15 minutes and then diluted with a large excess of sodium bicarbonate solution. The precipitated solid (767 mg) was collected by filtration and purified by preparative TLC (ethylacetate) and crystallization from petroleum ether to afford title compound, (305 mg). m.p. 182°-187°, [α]D +101.4°. The reactants are Cc1ccccc1, COC(=O)C1CN(C(=O)OCc2ccccc2)CC1C(C)CI, C[Si](C)(C)[N-][Si](C)(C)C, [Cl-], [K+], [NH4+], C1CCOC1. The product is COC(=O)C12CC(C)C1CN(C(=O)OCc1ccccc1)C2. RXN SMILES: [CH3:11][c:12]1[cH:13][cH:14][cH:15][cH:16][cH:17]1.[CH3:18][O:19][C:20](=[O:21])[CH:22]1[CH2:23][N:24]([C:31](=[O:32])[O:33][CH2:34][c:35]2[cH:36][cH:37][cH:38][cH:39][cH:40]2)[CH2:25][CH:26]1[CH:27]([CH2:28][I:29])[CH3:30].[CH3:1][Si:2]([CH3:3])([CH3:4])[N-:5][Si:6]([CH3:7])([CH3:8])[CH3:9].[Cl-:41].[K+:10].[NH4+:42].[O:43]1[CH2:44][CH2:45][CH2:46][CH2:47]1>>[CH3:18][O:19][C:20](=[O:21])[C:22]12[CH2:23][N:24]([C:31](=[O:32])[O:33][CH2:34][c:35]3[cH:36][cH:37][cH:38][cH:39][cH:40]3)[CH2:25][CH:26]1[CH:27]([CH3:30])[CH2:28]2. Reactants: C(C)(=O)N1C(C(C2=CC=CC=C12)=C(C1=CC=CC=C1)OCC)=O (1-acetyl-3-(1-ethoxy-1-phenyl-methylidene)-2-indolinone), COC1=C(N)C=CC=C1 (2-methoxyaniline), [OH-].[Na+] (sodium hydroxide). Solvent: CN(C)C=O (DMF), CO (methanol). Yields the product COC1=C(C=CC=C1)N\C(\C1=CC=CC=C1)=C\1/C(NC2=CC=CC=C12)=O ((Z)-3-[1-(2-methoxy-phenylamino)-1-phenyl-methylidene]-2-indolinone). Reaction SMILES: C([N:4]1[C:12]2[C:7](=[CH:8][CH:9]=[CH:10][CH:11]=2)[C:6](=[C:13](OCC)[C:14]2[CH:19]=[CH:18][CH:17]=[CH:16][CH:15]=2)[C:5]1=[O:23])(=O)C.[CH3:24][O:25][C:26]1[CH:32]=[CH:31][CH:30]=[CH:29][C:27]=1[NH2:28].[OH-].[Na+]>CN(C=O)C.CO>[CH3:24][O:25][C:26]1[CH:32]=[CH:31][CH:30]=[CH:29][C:27]=1[NH:28]/[C:13](=[C:6]1\[C:5](=[O:23])[NH:4][C:12]2[C:7]\1=[CH:8][CH:9]=[CH:10][CH:11]=2)/[C:14]1[CH:15]=[CH:16][CH:17]=[CH:18][CH:19]=1 |f:2.3|. Procedure: Prepared analogously to Example 1 from 1-acetyl-3-(1-ethoxy-1-phenyl-methylidene)-2-indolinone and 2-methoxyaniline in DMF and subsequent treatment with sodium hydroxide solution in methanol. The reactants are ClC1=C2C(=NC3=CC(=C(C=C13)F)F)N(N=C2C)C2=CC=NC=C2 (4-chloro-6,7-difluoro-3-methyl-1-(4-pyridinyl)-1H-pyrazolo[3,4-b]quinoline), Cl (hydrochloric acid), C(C)O (ethanol). Procedure details: To a solution of 4-chloro-6,7-difluoro-3-methyl-1-(4-pyridinyl)-1H-pyrazolo[3,4-b]quinoline (0.80 g, 2.42 mmol) in ethanol (40 mL), 6N hydrochloric acid (2 mL, 12.0 mmol) was added, and the mixture was heated under reflux for 6 hours. The solution was allowed to cool to room temperature, and the resulting crystals were collected by filtration. The crystals were washed with ethanol, air dried and recrystallized from ethanol to give the title compound (0.51 g, 55% yield). Isolated yield 55.0%. Yields the product Cl.Cl.FC=1C=C2C(C3=C(NC2=CC1F)N(N=C3C)C3=CC=NC=C3)=O (6,7-Difluoro-3-methyl-1-(4-pyridinyl)-1,9-dihydro-4H-pyrazolo[3,4-b]quinolin-4-one dihydrochloride). As a reaction SMILES: [Cl:1][C:2]1[C:11]2[C:6](=[CH:7][C:8]([F:13])=[C:9]([F:12])[CH:10]=2)[N:5]=[C:4]2[N:14]([C:18]3[CH:23]=[CH:22][N:21]=[CH:20][CH:19]=3)[N:15]=[C:16]([CH3:17])[C:3]=12.[ClH:24].C([OH:27])C>>[ClH:1].[ClH:24].[F:12][C:9]1[CH:10]=[C:11]2[C:6](=[CH:7][C:8]=1[F:13])[NH:5][C:4]1[N:14]([C:18]3[CH:23]=[CH:22][N:21]=[CH:20][CH:19]=3)[N:15]=[C:16]([CH3:17])[C:3]=1[C:2]2=[O:27] |f:3.4.5|. Starting materials: NC(COC=1C=C(C#N)C=CC1OC1=C(C=C(C=C1)OC(F)(F)F)Cl)(C)C#N (3-(2-amino-2-cyano-2-methyl-ethoxy)-4-(2-chloro-4-trifluoromethoxy-phenoxy)-benzonitrile), C(C)(C)NC(C)C (N, N-diisopropylamine), FC(SC1=CC=C(C(=O)Cl)C=C1)(F)F (4-(trifluoromethylthio)-benzoylchloride). The solvent is ClCCl (dichloromethane). Reaction conditions: time 20 hour. Yields the product C(#N)C(COC1=C(C=CC(=C1)C#N)OC1=C(C=C(C=C1)OC(F)(F)F)Cl)(C)NC(C1=CC=C(C=C1)SC(F)(F)F)=O (N-[1-cyano-1-methyl-2-(5-cyano-2-{2-chloro-4-trifluoromethoxy-phenoxy}-phenoxy)-ethyl]-4-trifluoromethylsulfanyl-benzamide). As a reaction SMILES: [NH2:1][C:2]([C:27]#[N:28])([CH3:26])[CH2:3][O:4][C:5]1[CH:6]=[C:7]([CH:10]=[CH:11][C:12]=1[O:13][C:14]1[CH:19]=[CH:18][C:17]([O:20][C:21]([F:24])([F:23])[F:22])=[CH:16][C:15]=1[Cl:25])[C:8]#[N:9].C(NC(C)C)(C)C.[F:36][C:37]([F:49])([F:48])[S:38][C:39]1[CH:47]=[CH:46][C:42]([C:43](Cl)=[O:44])=[CH:41][CH:40]=1>ClCCl>[C:27]([C:2]([NH:1][C:43](=[O:44])[C:42]1[CH:46]=[CH:47][C:39]([S:38][C:37]([F:49])([F:36])[F:48])=[CH:40][CH:41]=1)([CH3:26])[CH2:3][O:4][C:5]1[CH:6]=[C:7]([C:8]#[N:9])[CH:10]=[CH:11][C:12]=1[O:13][C:14]1[CH:19]=[CH:18][C:17]([O:20][C:21]([F:23])([F:24])[F:22])=[CH:16][C:15]=1[Cl:25])#[N:28]. Procedure: 21.5 g of 3-(2-amino-2-cyano-2-methyl-ethoxy)-4-(2-chloro-4-trifluoromethoxy-phenoxy)-benzonitrile (described in example 1 step d)) and 11.4 ml of N, N-diisopropylamine are dissolved in 250 ml of dichloromethane and 14.5 g of 4-(trifluoromethylthio)-benzoylchloride are slowly added. The reaction mixture is stirred at room temperature for 20 hours and washed with water, a saturated aqueous solution of sodium bicarbonate and water. The organic phase is dried with magnesium sulfate and evaporated u... Reactants: O=C([O-])[O-], CN(C)C=O, FCCCl, [K+], [K+], O, O=Cc1ccc(O)cc1. RXN SMILES: [C:14](=[O:15])([O-:16])[O-:17].[CH3:20][N:21]([CH3:22])[CH:23]=[O:24].[F:10][CH2:11][CH2:12][Cl:13].[K+:18].[K+:19].[OH2:25].[OH:1][c:2]1[cH:3][cH:4][c:5]([CH:6]=[O:7])[cH:8][cH:9]1>>[O:1]([c:2]1[cH:3][cH:4][c:5]([CH:6]=[O:7])[cH:8][cH:9]1)[CH2:12][CH2:11][F:10]. Yields the product O=Cc1ccc(OCCF)cc1. Starting materials: [Al+3], C1CCOC1, CS(=O)(=O)c1cccc(C(=O)O)c1, CCOCC, [H-], [H-], [H-], [H-], [Li+]. Yields the product CS(=O)(=O)c1cccc(CO)c1. Reaction SMILES: [Al+3:15].[CH2:25]1[O:26][CH2:27][CH2:28][CH2:29]1.[CH3:1][S:2](=[O:3])(=[O:4])[c:5]1[cH:6][c:7]([C:8](=[O:9])[OH:10])[cH:11][cH:12][cH:13]1.[CH3:20][CH2:21][O:22][CH2:23][CH3:24].[H-:14].[H-:17].[H-:18].[H-:19].[Li+:16]>>[CH3:1][S:2](=[O:3])(=[O:4])[c:5]1[cH:6][c:7]([CH2:8][OH:9])[cH:11][cH:12][cH:13]1.